This data is from the Open Reaction Database (ORD), a public repository of structured organic reaction records. The task is: describe an organic reaction: reactants, conditions, products, and yield The reactants are CC(=O)c1ccc(Br)c(C(F)(F)F)c1, C1CCOC1, C[Si](C)(C)[N-][Si](C)(C)C, O=C(n1ccnc1)C(F)(F)F, [Li+]. The product is O=C(CC(=O)C(F)(F)F)c1ccc(Br)c(C(F)(F)F)c1. As a reaction SMILES: [Br:1][c:2]1[c:3]([C:11]([F:12])([F:13])[F:14])[cH:4][c:5]([C:8]([CH3:9])=[O:10])[cH:6][cH:7]1.[CH2:36]1[O:37][CH2:38][CH2:39][CH2:40]1.[CH3:15][Si:16]([N-:17][Si:18]([CH3:19])([CH3:20])[CH3:21])([CH3:22])[CH3:23].[F:25][C:26]([C:27](=[O:28])[n:29]1[cH:30][cH:31][n:32][cH:33]1)([F:34])[F:35].[Li+:24]>>[Br:1][c:2]1[c:3]([C:11]([F:12])([F:13])[F:14])[cH:4][c:5]([C:8]([CH2:9][C:27]([C:26]([F:25])([F:34])[F:35])=[O:28])=[O:10])[cH:6][cH:7]1. Reactants: indolines, CS(=O)(=O)Cl (methanesulfonyl chloride), tetrahydroquinolines, BrC=1C=C2CCNC2=C(C1)F (5-bromo-7-fluoroindoline). The product is BrC=1C=C2CCN(C2=C(C1)F)S(=O)(=O)C (5-bromo-7-fluoro-1-(methylsulfonyl)indoline). The yield is 66.6%. As a reaction SMILES: [Br:1][C:2]1[CH:3]=[C:4]2[C:8](=[C:9]([F:11])[CH:10]=1)[NH:7][CH2:6][CH2:5]2.[CH3:12][S:13](Cl)(=[O:15])=[O:14]>>[Br:1][C:2]1[CH:3]=[C:4]2[C:8](=[C:9]([F:11])[CH:10]=1)[N:7]([S:13]([CH3:12])(=[O:15])=[O:14])[CH2:6][CH2:5]2. Procedure: This compound was prepared according to the general procedure for sulfonylation of indolines and tetrahydroquinolines described in Example 4 using 5-bromo-7-fluoroindoline (0.21 g, 0.97 mmol) and methanesulfonyl chloride (0.15 mL, 1.94 mmol) to provide 5-bromo-7-fluoro-1-(methylsulfonyl)indoline (0.19 g). MS (ES) m/z 293.6; HPLC purity 98.4% at 210-370 nm, 8.4 min.; the Xterra® RP18 column, 3.5μ, 150×4.6 mm column, 1.2 mL/min, 85/15-5/95 (Ammonium formate buffer pH=3.5 acetonitrile+MeOH) for 10 ... Starting materials: B, C1CCOC1, CSC, CO, CNCCNC, O=C1COC2(CN1)CN(C(c1ccccc1)c1ccccc1)C2. The product is c1ccc(C(c2ccccc2)N2CC3(CNCCO3)C2)cc1. RXN SMILES: [BH3:4].[CH2:36]1[O:37][CH2:38][CH2:39][CH2:40]1.[CH3:1][S:2][CH3:3].[CH3:28][OH:29].[CH3:30][NH:31][CH2:32][CH2:33][NH:34][CH3:35].[CH:5]([c:6]1[cH:7][cH:8][cH:9][cH:10][cH:11]1)([c:12]1[cH:13][cH:14][cH:15][cH:16][cH:17]1)[N:18]1[CH2:19][C:20]2([CH2:21]1)[O:22][CH2:23][C:24](=[O:27])[NH:25][CH2:26]2>>[CH:5]([c:6]1[cH:7][cH:8][cH:9][cH:10][cH:11]1)([c:12]1[cH:13][cH:14][cH:15][cH:16][cH:17]1)[N:18]1[CH2:19][C:20]2([CH2:21]1)[O:22][CH2:23][CH2:24][NH:25][CH2:26]2. The reactants are C(=O)(OC(C)(C)C)N[C@@H](CC1=CC=CC=C1)[C@@H]1C[C@H](C(O1)=O)CC1=CC2=C(C=C1)OCO2 (5(S)-[1(S)-(Boc-amino)-2-phenylethyl]-3(R)-[(3,4-methylenedioxyphenyl)methyl]dihydrofuran-2-(3H)-one), [OH-].[Li+] (lithium hydroxide), COCCOC (ethylene glycol dimethyl ether). Solvent: O (water), C(C)(=O)OCC (ethyl acetate), C1CCOC1 (THF). Reaction conditions: time 3 hour. Product: C(=O)(OC(C)(C)C)N[C@H]([C@H](C[C@H](C(=O)O)CC1=CC2=C(C=C1)OCO2)O)CC2=CC=CC=C2 (5(S)-(Boc-Amino)-4(S)-hydroxy-6-phenyl-2(R)-[(3,4-methylenedioxyphenyl)methyl]hexanoic acid). As a reaction SMILES: [C:1]([NH:8][C@H:9]([C@H:17]1[O:21][C:20](=[O:22])[C@H:19]([CH2:23][C:24]2[CH:29]=[CH:28][C:27]3[O:30][CH2:31][O:32][C:26]=3[CH:25]=2)[CH2:18]1)[CH2:10][C:11]1[CH:16]=[CH:15][CH:14]=[CH:13][CH:12]=1)([O:3][C:4]([CH3:7])([CH3:6])[CH3:5])=O.[OH-:33].[Li+].C[O:36]CCOC>O.C(OCC)(=O)C.C1COCC1>[C:1]([NH:8][C@@H:9]([CH2:10][C:11]1[CH:16]=[CH:15][CH:14]=[CH:13][CH:12]=1)[C@@H:17]([OH:21])[CH2:18][C@@H:19]([CH2:23][C:24]1[CH:29]=[CH:28][C:27]2[O:30][CH2:31][O:32][C:26]=2[CH:25]=1)[C:20]([OH:22])=[O:36])([O:3][C:4]([CH3:7])([CH3:6])[CH3:5])=[O:33] |f:1.2|. Procedure details: A solution of 278 mg of 5(S)-[1(S)-(Boc-amino)-2-phenylethyl]-3(R)-[(3,4-methylenedioxyphenyl)methyl]dihydrofuran-2-(3H)-one in 10.25 ml of ethylene glycol dimethyl ether and 5.15 ml of water is treated dropwise, at RT, with 2,53 ml of a 1M lithium hydroxide solution. After that, the reaction mixture is stirred at RT for 3 h, diluted with ethyl acetate and THF, and washed in a separating funnel until neutral with a mixture consisting of 31 ml of sat. ammonium chloride solution and 2.6 ml of 10% ... Reactants: CC1(OC[C@H](O1)CN1N=C(C=C1)NC([C@H](CC(C)C)N1C(C=C(C1)OC1=CC=CC=2CCCCC12)=O)=O)C ((S)-4-methyl-2-[2-oxo-4-(5,6,7,8-tetrahydro-naphthalen-1-yloxy)-2,5-dihydro-pyrrol-1-yl]-pentanoic acid [1-((R)-2,2-dimethyl-[1,3]dioxolan-4-yl-methyl)-1H-pyrazol-3-yl]-amide), O.C1(=CC=C(C=C1)S(=O)(=O)O)C (p-toluenesulfonic acid monohydrate). Run in CO (methanol). Reaction conditions: temperature 25 celsius, time 8 hour. Yields the product O[C@H](CN1N=C(C=C1)NC([C@H](CC(C)C)N1C(C=C(C1)OC1=CC=CC=2CCCCC12)=O)=O)CO ((S)-4-methyl-2-[2-oxo-4-(5,6,7,8-tetrahydro-naphthalen-1-yloxy)-2,5-dihydro-pyrrol-1-yl]-pentanoic acid [1-((R)-2,3-dihydroxy-propyl)-1H-pyrazol-3-yl]-amide). The yield is 72.5%. As a reaction SMILES: CC1(C)[O:6][C@H:5]([CH2:7][N:8]2[CH:12]=[CH:11][C:10]([NH:13][C:14](=[O:37])[C@@H:15]([N:20]3[CH2:24][C:23]([O:25][C:26]4[C:35]5[CH2:34][CH2:33][CH2:32][CH2:31][C:30]=5[CH:29]=[CH:28][CH:27]=4)=[CH:22][C:21]3=[O:36])[CH2:16][CH:17]([CH3:19])[CH3:18])=[N:9]2)[CH2:4][O:3]1.O.C1(C)C=CC(S(O)(=O)=O)=CC=1>CO>[OH:6][C@@H:5]([CH2:4][OH:3])[CH2:7][N:8]1[CH:12]=[CH:11][C:10]([NH:13][C:14](=[O:37])[C@@H:15]([N:20]2[CH2:24][C:23]([O:25][C:26]3[C:35]4[CH2:34][CH2:33][CH2:32][CH2:31][C:30]=4[CH:29]=[CH:28][CH:27]=3)=[CH:22][C:21]2=[O:36])[CH2:16][CH:17]([CH3:19])[CH3:18])=[N:9]1 |f:1.2|. Reported procedure: A solution of (S)-4-methyl-2-[2-oxo-4-(5,6,7,8-tetrahydro-naphthalen-1-yloxy)-2,5-dihydro-pyrrol-1-yl]-pentanoic acid [1-((R)-2,2-dimethyl-[1,3]dioxolan-4-yl-methyl)-1H-pyrazol-3-yl]-amide (43 mg, 0.08 mmol) in methanol (1 mL) at 25° C. was treated with p-toluenesulfonic acid monohydrate (4 mg, 0.02 mmol). The reaction was stirred at 25° C. overnight. At this time, the reaction was concentrated in vacuo. The residue was diluted with dichloromethane (25 mL) and was washed with a saturated aqueous... The reactants are [H-].[Al+3].[Li+].[H-].[H-].[H-] (lithium aluminum hydride), C(C)OC=1C=C(C=CC1OCC)C=1SC=C(N1)C1=CC(=C(C=C1)O[Si](C)(C)C(C)(C)C)C(=O)OC (2-(3,4-diethoxyphenyl)-4-(3-methoxycarbonyl-4-tert-butyldimethylsilyloxyphenyl)-thiazole), O (water), S(=O)(=O)([O-])[O-].[Na+].[Na+] (sodium sulfate). Run in O1CCCC1 (tetrahydrofuran). Run at time 7 hour. The product is C(C)OC=1C=C(C=CC1OCC)C=1SC=C(N1)C1=CC(=C(C=C1)O[Si](C)(C)C(C)(C)C)CO (2-(3,4-diethoxyphenyl)-4-(3-hydroxymethyl-4-tert-butyldimethylsilyloxyphenyl)thiazole). Yield: 24.0%. Reaction SMILES: [H-].[Al+3].[Li+].[H-].[H-].[H-].[CH2:7]([O:9][C:10]1[CH:11]=[C:12]([C:19]2[S:20][CH:21]=[C:22]([C:24]3[CH:29]=[CH:28][C:27]([O:30][Si:31]([C:34]([CH3:37])([CH3:36])[CH3:35])([CH3:33])[CH3:32])=[C:26]([C:38](OC)=[O:39])[CH:25]=3)[N:23]=2)[CH:13]=[CH:14][C:15]=1[O:16][CH2:17][CH3:18])[CH3:8].O.S([O-])([O-])(=O)=O.[Na+].[Na+]>O1CCCC1>[CH2:7]([O:9][C:10]1[CH:11]=[C:12]([C:19]2[S:20][CH:21]=[C:22]([C:24]3[CH:29]=[CH:28][C:27]([O:30][Si:31]([C:34]([CH3:37])([CH3:36])[CH3:35])([CH3:33])[CH3:32])=[C:26]([CH2:38][OH:39])[CH:25]=3)[N:23]=2)[CH:13]=[CH:14][C:15]=1[O:16][CH2:17][CH3:18])[CH3:8] |f:0.1.2.3.4.5,8.9.10|. Reported procedure: 548 mg of lithium aluminum hydride was added to a solution of 5.43 g of 2-(3,4-diethoxyphenyl)-4-(3-methoxycarbonyl-4-tert-butyldimethylsilyloxyphenyl)-thiazole in 100 ml of tetrahydrofuran, with ice-cooling. The mixture was stirred at the same temperature for 7 hours. To the reaction mixture were added 1.1 ml of water and 3 g of sodium sulfate. The resulting mixture was filtered through Celite. The filtrate was subjected to distillation to remove the solvent. To the residue were added 200 ml of...